Dataset: the Open Reaction Database (ORD), a public repository of structured organic reaction records. Task: describe an organic reaction: reactants, conditions, products, and yield Starting materials: [H-].[Al+3].[Li+].[H-].[H-].[H-] (lithium aluminium hydride), C(C1=CC=CC=C1)OC1=CC=C([C@H](C[N+](=O)[O-])[C@H]2C(CCCC2)=O)C=C1 ((-)-(S)-[(R)-4-(benzyloxy)-α-(nitromethyl)benzyl]cyclohexanone), O1CCCC1.O (tetrahydrofuran water). Run in O1CCCC1 (tetrahydrofuran), O1CCCC1 (tetrahydrofuran). Reaction conditions: time 16 hour. The product is NC[C@@H](C1=CC=C(C=C1)OCC1=CC=CC=C1)[C@H]1[C@H](CCCC1)O ((+)-(1S)-cis-2-[(R)-α-(aminomethyl)-4-(benzyloxy)benzyl]cyclohexanol). Reaction SMILES: [CH2:1]([O:8][C:9]1[CH:26]=[CH:25][C:12]([C@@H:13]([C@@H:18]2[CH2:23][CH2:22][CH2:21][CH2:20][C:19]2=[O:24])[CH2:14][N+:15]([O-])=O)=[CH:11][CH:10]=1)[C:2]1[CH:7]=[CH:6][CH:5]=[CH:4][CH:3]=1.[H-].[Al+3].[Li+].[H-].[H-].[H-].O1CCCC1.O>O1CCCC1>[NH2:15][CH2:14][C@H:13]([C@@H:18]1[CH2:23][CH2:22][CH2:21][CH2:20][C@@H:19]1[OH:24])[C:12]1[CH:11]=[CH:10][C:9]([O:8][CH2:1][C:2]2[CH:3]=[CH:4][CH:5]=[CH:6][CH:7]=2)=[CH:26][CH:25]=1 |f:1.2.3.4.5.6,7.8|. Procedure details: A solution of 9.5 g of (-)-(S)-[(R)-4-(benzyloxy)-α-(nitromethyl)benzyl]cyclohexanone in 150 ml of dry tetrahydrofuran is added dropwise at room temperature while stirring to a suspension of 2.5 g (67.2 mmol) of lithium aluminium hydride in 80 ml of dry tetrahydrofuran under argon and the mixture is stirred at room temperature for 16 hours. The reaction mixture is treated with 20 ml of tetrahydrofuran/water (1:1), the separated precipitate is filtered off under suction while washing with methyle... Starting materials: IC1=CC2=C(N(C=N2)CC2=CC3=C(N=C(S3)N[C@H]3[C@@H]([C@@H](CCC3)O)O)C=C2)C=C1 ((1R,2S,3R)-3-((6-((5-iodo-1H-benzo[d]imidazol-1-yl)methyl)benzo[d]thiazol-2-yl)amino)cyclohexane-1,2-diol), N1CCOCC1 (morpholine), N1[C@H](C(=O)O)CCC1 (L-proline), C(=O)([O-])[O-].[K+].[K+] (K2CO3). Reagents/catalysts: [Cu]I (Copper (I) iodide). The solvent is CS(=O)C (DMSO). Reaction conditions: temperature 110 celsius. The product is O1CCN(CC1)C1=CC2=C(N(C=N2)CC2=CC3=C(N=C(S3)N[C@H]3[C@@H]([C@@H](CCC3)O)O)C=C2)C=C1 ((1R,2S,3R)-3-((6-((5-morpholino-1H-benzo[d]imidazol-1-yl)methyl)benzo[d]thiazol-2-yl)amino)cyclohexane-1,2-diol). The yield is 0.8%. RXN SMILES: I[C:2]1[CH:29]=[CH:28][C:5]2[N:6]([CH2:9][C:10]3[CH:27]=[CH:26][C:13]4[N:14]=[C:15]([NH:17][C@@H:18]5[CH2:23][CH2:22][CH2:21][C@@H:20]([OH:24])[C@H:19]5[OH:25])[S:16][C:12]=4[CH:11]=3)[CH:7]=[N:8][C:4]=2[CH:3]=1.[NH:30]1[CH2:35][CH2:34][O:33][CH2:32][CH2:31]1.N1CCC[C@H]1C(O)=O.C([O-])([O-])=O.[K+].[K+]>CS(C)=O.[Cu]I>[O:33]1[CH2:34][CH2:35][N:30]([C:2]2[CH:29]=[CH:28][C:5]3[N:6]([CH2:9][C:10]4[CH:27]=[CH:26][C:13]5[N:14]=[C:15]([NH:17][C@@H:18]6[CH2:23][CH2:22][CH2:21][C@@H:20]([OH:24])[C@H:19]6[OH:25])[S:16][C:12]=5[CH:11]=4)[CH:7]=[N:8][C:4]=3[CH:3]=2)[CH2:31][CH2:32]1 |f:3.4.5|. Procedure: A suspension of (1R,2S,3R)-3-((6-((5-iodo-1H-benzo[d]imidazol-1-yl)methyl)benzo[d]thiazol-2-yl)amino)cyclohexane-1,2-diol (262 mg, 0.5 mmol) from Step 5 of Example 232, morpholine (264 μL, 3.0 mmol), L-proline (23 mg, 0.2 mmol), and K2CO3 (209 mg, 1.5 mmol) in DMSO (2.0 mL) was purged with argon for 5 min. Copper (I) iodide (19 mg, 0.02 mmol) was added, and the mixture was purged for an additional 5 min, then heated in a sealed tube at 110° C. for 2 h. The mixture was cooled to rt and filtered t... The reactants are CCO, [Na+], [OH-], CN(C)c1ccc(-c2cnc3c(c2)c(C#Cc2ccccc2)cn3S(=O)(=O)c2ccccc2)cc1. Yields the product CN(C)c1ccc(-c2cnc3[nH]cc(C#Cc4ccccc4)c3c2)cc1. RXN SMILES: [CH3:38][CH2:39][OH:40].[Na+:37].[OH-:36].[c:1]1([S:2](=[O:3])(=[O:4])[n:10]2[cH:11][c:12]([C:28]#[C:29][c:30]3[cH:31][cH:32][cH:33][cH:34][cH:35]3)[c:13]3[c:14]2[n:15][cH:16][c:17](-[c:19]2[cH:20][cH:21][c:22]([N:25]([CH3:26])[CH3:27])[cH:23][cH:24]2)[cH:18]3)[cH:5][cH:6][cH:7][cH:8][cH:9]1>>[nH:10]1[cH:11][c:12]([C:28]#[C:29][c:30]2[cH:31][cH:32][cH:33][cH:34][cH:35]2)[c:13]2[c:14]1[n:15][cH:16][c:17](-[c:19]1[cH:20][cH:21][c:22]([N:25]([CH3:26])[CH3:27])[cH:23][cH:24]1)[cH:18]2. The reactants are [Li]CCCC, C[Si](C)(C)Cl, CCOCC, Cc1cscn1. The product is Cc1csc([Si](C)(C)C)n1. As a reaction SMILES: [CH2:1]([Li:2])[CH2:3][CH2:4][CH3:5].[CH3:12][Si:13]([CH3:14])([CH3:15])[Cl:16].[CH3:17][CH2:18][O:19][CH2:20][CH3:21].[CH3:6][c:7]1[cH:8][s:9][cH:10][n:11]1>>[CH3:6][c:7]1[cH:8][s:9][c:10]([Si:13]([CH3:12])([CH3:14])[CH3:15])[n:11]1. Reactants: CN (methylamine), BrC1CN(CC1)C1CCCCC1 (3-bromo-1-cyclohexylpyrrolidine), fumarate salt, steel. Run in C(C)O (ethanol). Yields the product C1(CCCCC1)N1CC(CC1)NC (1-Cyclohexyl-3-methylaminopyrrolidine). Reaction SMILES: [CH3:1][NH2:2].Br[CH:4]1[CH2:8][CH2:7][N:6]([CH:9]2[CH2:14][CH2:13][CH2:12][CH2:11][CH2:10]2)[CH2:5]1>C(O)C>[CH:9]1([N:6]2[CH2:7][CH2:8][CH:4]([NH:2][CH3:1])[CH2:5]2)[CH2:14][CH2:13][CH2:12][CH2:11][CH2:10]1. Procedure: A mixture of 40% aqueous methylamine (93 g), ethanol (200 ml) and 3-bromo-1-cyclohexylpyrrolidine (92.8 g, 0.4 mol) was heated to 150° C. in a steel bomb for 20 hr. After cooling, the mixture was concentrated and the residue partitioned between dilute sodium hydroxide and chloroform. The chloroform solution was dried (sodium sulfate), concentrated, and the residue distilled to obtain 40 g (55%), bp 172°-176° C./40 mm. A portion of the distillate was converted to the fumarate salt which was recry... Reactants: [Br-], [Br-], C=CCc1ccccc1O, CC[O-], CCO, [Na+]. Yields the product BrCC1Cc2ccccc2O1. Reaction SMILES: [Br-:1].[Br-:2].[CH2:3]([CH:4]=[CH2:5])[c:6]1[c:7]([OH:12])[cH:8][cH:9][cH:10][cH:11]1.[CH3:14][CH2:15][O-:16].[CH3:17][CH2:18][OH:19].[Na+:13]>>[Br:1][CH2:5][CH:4]1[CH2:3][c:6]2[c:7]([cH:8][cH:9][cH:10][cH:11]2)[O:12]1. The reactants are 34, [N+](=O)([O-])C1=C(C=CC=C1)NC(=S)NC1CN(CC1)C(=O)OCC (ethyl 3-[[[(2-nitrophenyl)amino]thioxomethyl]amino]-1-pyrrolidinecarboxylate), [Cl-].[NH4+] (ammonium chloride), CO (methanol), Cl (hydrochloric acid). Reagents/catalysts: [Fe] (iron). The solvent is O (water). Reaction conditions: time 2 hour. The product is 30, NC1=C(C=CC=C1)NC(=S)NC1CN(CC1)C(=O)OCC (ethyl 3-[[[(2-aminophenyl)amino]thioxomethyl]amino]-1-pyrrolidinecarboxylate). Isolated yield 97.5%. RXN SMILES: [N+:1]([C:4]1[CH:9]=[CH:8][CH:7]=[CH:6][C:5]=1[NH:10][C:11]([NH:13][CH:14]1[CH2:18][CH2:17][N:16]([C:19]([O:21][CH2:22][CH3:23])=[O:20])[CH2:15]1)=[S:12])([O-])=O.[Cl-].[NH4+].CO.Cl>[Fe].O>[NH2:1][C:4]1[CH:9]=[CH:8][CH:7]=[CH:6][C:5]=1[NH:10][C:11]([NH:13][CH:14]1[CH2:18][CH2:17][N:16]([C:19]([O:21][CH2:22][CH3:23])=[O:20])[CH2:15]1)=[S:12] |f:1.2|. Procedure details: A mixture of 34 parts of ethyl 3-[[[(2-nitrophenyl)amino]thioxomethyl]amino]-1-pyrrolidinecarboxylate, 56 parts of iron-powder, 2 parts of ammonium chloride, 160 parts of methanol and 30 parts of water was stirred and acidified with hydrochloric acid. Stirring was continued for 2 hours at reflux temperature. The reaction mixture was filtered over diatomaceous earth and the filtrate was evaporated, yielding 30 parts (97.5%) of ethyl 3-[[[(2-aminophenyl)amino]thioxomethyl]amino]-1-pyrrolidinecarbo...